From a dataset of the Open Reaction Database (ORD), a public repository of structured organic reaction records. describe an organic reaction: reactants, conditions, products, and yield The reactants are [H-].C(C(C)C)[Al+]CC(C)C.C1CCOC1 (diisobutyl aluminum hydride THF), C([O-])(O)=O.[Na+] (sodium bicarbonate), COC1=NC(=C(C=C1C#N)CC)C (2-methoxy-3-cyano-5-ethyl-6-methylpyridine), Cl (hydrochloric acid). Solvent: O1CCCC1 (tetrahydrofuran), O (Water). Run at time 17.5 hour. Yields the product COC1=C(C=O)C=C(C(=N1)C)CC (2-methoxy-5-ethyl-6-methylnicotinaldehyde). RXN SMILES: [CH3:1][O:2][C:3]1[C:8]([C:9]#N)=[CH:7][C:6]([CH2:11][CH3:12])=[C:5]([CH3:13])[N:4]=1.[H-].C([Al+]CC(C)C)C(C)C.C1C[O:27]CC1.Cl.C(=O)(O)[O-].[Na+]>O1CCCC1.O>[CH3:1][O:2][C:3]1[N:4]=[C:5]([CH3:13])[C:6]([CH2:11][CH3:12])=[CH:7][C:8]=1[CH:9]=[O:27] |f:1.2.3,5.6|. Reported procedure: To a solution of 2-methoxy-3-cyano-5-ethyl-6-methylpyridine (1.0 g, 5.68 mmol) in dry tetrahydrofuran (50 mL) under a nitrogen atmosphere and cooled to -70° C., was added 1.3M diisobutyl aluminum hydride/THF (17.4 mL, 22.7 mmol). The resulting mixture was allowed to warm to room temperature and stir for 15-20 hours. The reaction mixture was acidified with 1N hydrochloric acid and then neutralized with aqueous sodium bicarbonate. Water was then added and the product extracted into diethyl ether. ... Starting materials: N1(CCCCC1)CC=1C=CC(=NC1)OS(=O)(=O)C(F)(F)F (Trifluoro-methanesulfonic acid 5-piperidin-1-ylmethyl-pyridin-2-yl ester), N1(CCCCC1)CC1=CC=C(C=N1)O (6-piperidin-1-ylmethyl-pyridin-3-ol), C1(=CC=CC=C1)NS(=O)(=O)C(F)(F)F (N-phenyltrifluoromethanesulfonamide), TEA. Solvent: C(Cl)Cl (DCM). The product is N (NH3), N1(CCCCC1)CCC#CC1=NC=C(C=C1)CN1CCCCC1 (2-(4-Piperidin-1-yl-but-1-ynyl)-5-piperidin-1-ylmethyl-pyridine). Isolated yield 95.0%. As a reaction SMILES: [N:1]1([CH2:7][C:8]2[CH:9]=[CH:10][C:11](OS(C(F)(F)F)(=O)=O)=[N:12][CH:13]=2)[CH2:6][CH2:5][CH2:4][CH2:3][CH2:2]1.[N:22]1([CH2:28][C:29]2N=CC(O)=[CH:31][CH:30]=2)[CH2:27][CH2:26][CH2:25][CH2:24][CH2:23]1.C1(NS(C(F)(F)F)(=O)=O)C=CC=CC=1>C(Cl)Cl>[NH3:1].[N:22]1([CH2:28][CH2:29][C:30]#[C:31][C:11]2[CH:10]=[CH:9][C:8]([CH2:7][N:1]3[CH2:6][CH2:5][CH2:4][CH2:3][CH2:2]3)=[CH:13][N:12]=2)[CH2:27][CH2:26][CH2:25][CH2:24][CH2:23]1. Procedure details: Trifluoro-methanesulfonic acid 5-piperidin-1-ylmethyl-pyridin-2-yl ester. A solution of 6-piperidin-1-ylmethyl-pyridin-3-ol (0.225 g, 1.17 mmol), N-phenyltrifluoromethanesulfonamide (0.50 g, 1.41 mmol), and TEA (0.50 mL, 3.50 mmol) in DCM (20 mL) was heated at reflux for 18 h. The solvent was removed and chromatography of the residue (SiO2: 0-3% 2 M NH3 in MeOH/DCM) gave the title compound as a solid (0.036 g, 95%). Starting materials: N1CCC(CC1)N1C(NC2=CC=CC=C2C1)=O.C(C)(=O)[O-] (3,4-dihydro-3-(4-piperidinyl)-2(1H)-quinazolinone acetate), N (ammonia), ClCCl.CO (dichloromethane methanol), [H][H] (hydrogen). Reported procedure: A solution of 5.0 g (17.17 mmol) of 3,4-dihydro-3-(4-piperidinyl)-2(1H)-quinazolinone-acetate in 70 ml of methanol was hydrogenated at room temperature and in the presence of 1.0 g rhodium (III) oxide-platinum (IV) oxide hydrate catalyst (46.45% rhodium, 20.15% platinum) until the hydrogen uptake had ceased. The catalyst and solvent were removed, the residue was triturated with 10 ml of diisopropylether and a few drops of isopropanol and the resulting crystals were suction filtered. After drying... Product: N1CCC(CC1)N1C(NC2CCCCC2C1)=O.C(C)(=O)[O-] (3-(4-piperidinyl)-3,4,4a,5,6,7,8,8a-octahydro-2(1H)-quinazolinone acetate). RXN SMILES: [NH:1]1[CH2:6][CH2:5][CH:4]([N:7]2[CH2:16][C:15]3[C:10](=[CH:11][CH:12]=[CH:13][CH:14]=3)[NH:9][C:8]2=[O:17])[CH2:3][CH2:2]1.[C:18]([O-:21])(=[O:20])[CH3:19].[H][H].ClCCl.CO.N>CO.[Rh+]=O.O.[Pt](=O)=O>[NH:1]1[CH2:6][CH2:5][CH:4]([N:7]2[CH2:16][CH:15]3[CH:10]([CH2:11][CH2:12][CH2:13][CH2:14]3)[NH:9][C:8]2=[O:17])[CH2:3][CH2:2]1.[C:18]([O-:21])(=[O:20])[CH3:19] |f:0.1,3.4,7.8.9,10.11|. Solvent: CO (methanol). The reagents and catalysts are [Rh+]=O.O.[Pt](=O)=O (rhodium (III) oxide platinum (IV) oxide hydrate). Starting materials: BrC=1C=NC2=CC=C(C=C2C1)CN1C(C2=CC=CC=C2C1=O)=O (2-(3-Bromo-quinolin-6-ylmethyl)-isoindole-1,3-dione). Solvent: CO (methanol), O.NN (hydrazine monohydrate). Product: BrC=1C=NC2=CC=C(C=C2C1)CN ((3-Bromoquinolin-6-yl)methanamine). As a reaction SMILES: [Br:1][C:2]1[CH:3]=[N:4][C:5]2[C:10]([CH:11]=1)=[CH:9][C:8]([CH2:12][N:13]1C(=O)C3C(=CC=CC=3)C1=O)=[CH:7][CH:6]=2>CO.O.NN>[Br:1][C:2]1[CH:3]=[N:4][C:5]2[C:10]([CH:11]=1)=[CH:9][C:8]([CH2:12][NH2:13])=[CH:7][CH:6]=2 |f:2.3|. Procedure: A solution of 2-(3-Bromo-quinolin-6-ylmethyl)-isoindole-1,3-dione (635 g, 1.73 mmol) in 15 mL of methanol and 1 mL of hydrazine monohydrate was heated at 80° C. for 2 h. After cooling, the solvent was removed in vacuo and the residue was purified by flash chromatography on silica gel eluting with EtOAc/methanol gradient to afford the title compound. LCMS (method A): [MH]+=237/239, tR=2.795 min.